Dataset: the Open Reaction Database (ORD), a public repository of structured organic reaction records. Task: describe an organic reaction: reactants, conditions, products, and yield Reactants: C(C)N(C(C1=NC=CC=C1OC(N(CC)CC)=S)=O)CC (N,N-diethyl-3-(N',N'-diethylthiocarbamoyloxy)picolinamide), S(=O)(=O)(C1=CC=C(C)C=C1)N=[N+]=[N-] (tosyl azide), C(CCC)[Li] (n-butyllithium), CC1(NC(CCC1)(C)C)C (2,2,6,6-tetramethylpiperidine), [NH4+].[Cl-] (NH4Cl). Solvent: C1CCOC1 (THF), C1CCOC1 (THF), C1CCOC1 (THF). Run at temperature -100 celsius, time 1 hour. The product is C(C)N(C(C1=NC=CC(=C1OC(N(CC)CC)=S)N=[N+]=[N-])=O)CC (N,N-diethyl-4-azido-3-(N',N'-diethylthiocarbamoyloxy)picolinamide). As a reaction SMILES: C([Li])CCC.CC1(C)CCCC(C)(C)N1.[CH2:16]([N:18]([CH2:35][CH3:36])[C:19](=[O:34])[C:20]1[C:25]([O:26][C:27](=[S:33])[N:28]([CH2:31][CH3:32])[CH2:29][CH3:30])=[CH:24][CH:23]=[CH:22][N:21]=1)[CH3:17].S([N:47]=[N+:48]=[N-:49])(C1C=CC(C)=CC=1)(=O)=O.[NH4+].[Cl-]>C1COCC1>[CH2:35]([N:18]([CH2:16][CH3:17])[C:19](=[O:34])[C:20]1[C:25]([O:26][C:27](=[S:33])[N:28]([CH2:31][CH3:32])[CH2:29][CH3:30])=[C:24]([N:47]=[N+:48]=[N-:49])[CH:23]=[CH:22][N:21]=1)[CH3:36] |f:4.5|. Reported procedure: 378 ml of n-butyllithium (1.6M in hexane) are added to a solution of 88.2 g (0.624 mol) of 2,2,6,6-tetramethylpiperidine in 11 of THF at -20° C. under argon and the mixture is stirred at this temperature for 1 hour. The mixture is then cooled to -100° C., and a solution of 104.4 g (0.337 mol) of N,N-diethyl-3-(N',N'-diethylthiocarbamoyloxy)picolinamide in 300 ml of THF is added dropwise in such a way that the temperature does not exceed -90° C. After the mixture has been stirred at -95° C for 1 ... Starting materials: ClC=1C(N(C(=CC1OCC1=C(C=C(C=C1)F)F)C)CC1=CC=C(C(=O)O)C=C1)=O (4-{[3-chloro-4-[(2,4-difluorobenzyl)oxy]-6-methyl-2-oxopyridin-1(2H)-yl]methyl}benzoic acid), [NH4+].[OH-] (NH4OH), ClC1=NC(=NC(=N1)OC)OC (2-Chloro-4,6-dimethoxy-1,3,5-triazine), CN1CCOCC1 (4-methylmorpholine). Solvent: O1CCCC1 (tetrahydrofuran). Run at time 1 hour. Yields the product ClC=1C(N(C(=CC1OCC1=C(C=C(C=C1)F)F)C)CC1=CC=C(C(=O)N)C=C1)=O (4-{[3-chloro-4-[(2,4-difluorobenzyl)oxy]-6-methyl-2-oxopyridin-1(2H)-yl]methyl}benzamide). Isolated yield 101.2%. RXN SMILES: [Cl:1][C:2]1[C:3](=[O:29])[N:4]([CH2:19][C:20]2[CH:28]=[CH:27][C:23]([C:24](O)=[O:25])=[CH:22][CH:21]=2)[C:5]([CH3:18])=[CH:6][C:7]=1[O:8][CH2:9][C:10]1[CH:15]=[CH:14][C:13]([F:16])=[CH:12][C:11]=1[F:17].ClC1N=C(OC)N=C(OC)[N:32]=1.CN1CCOCC1.[NH4+].[OH-]>O1CCCC1>[Cl:1][C:2]1[C:3](=[O:29])[N:4]([CH2:19][C:20]2[CH:28]=[CH:27][C:23]([C:24]([NH2:32])=[O:25])=[CH:22][CH:21]=2)[C:5]([CH3:18])=[CH:6][C:7]=1[O:8][CH2:9][C:10]1[CH:15]=[CH:14][C:13]([F:16])=[CH:12][C:11]=1[F:17] |f:3.4|. Reported procedure: 4-{[3-chloro-4-[(2,4-difluorobenzyl)oxy]-6-methyl-2-oxopyridin-1(2H)-yl]methyl}benzoic acid (12.0 g, 28.58 mmol) was suspended in tetrahydrofuran (100 mL). 2-Chloro-4,6-dimethoxy-1,3,5-triazine (6.02 g, 34.3 mmol) was added followed by 4-methylmorpholine (9.43 mL, 85.74 mmol). The resulting mixture was stirred at room temperature for 1.5 hours at which time NH4OH (50.0 mL) was added. The resulting mixture was stirred at room temperature for 1 hour and then partially concentrated. The precipitate... The reactants are C(C)(C)(C)O[C@H](C(=O)OCC)C=1C(=NC(=C(C1N1CCC(CC1)(C)C)C1=CC=C(C=C1)O)C)C ((S)-ethyl 2-(tert-butoxy)-2-(4-(4,4-dimethylpiperidin-1-yl)-5-(4-hydroxyphenyl)-2,6-dimethylpyridin-3-yl)acetate), CC(CCO)(C)C (3,3-dimethylbutan-1-ol), C1=CC=C(C=C1)P(C2=CC=CC=C2)C3=CC=CC=C3 (Ph3P), CCOC(=O)/N=N/C(=O)OCC (DEAD). Run in C1CCOC1 (THF). Conditions: time 1 hour. The product is C(C)(C)(C)O[C@H](C(=O)OCC)C=1C(=NC(=C(C1N1CCC(CC1)(C)C)C1=CC=C(C=C1)OCCC(C)(C)C)C)C ((S)-ethyl 2-(tert-butoxy)-2-(5-(4-(3,3-dimethylbutoxyl)phenyl)-4-(4,4-dimethylpiperidin-1-yl)-2,6-dimethylpyridin-3-yl)acetate). The yield is 41.1%. As a reaction SMILES: [C:1]([O:5][C@@H:6]([C:12]1[C:13]([CH3:34])=[N:14][C:15]([CH3:33])=[C:16]([C:26]2[CH:31]=[CH:30][C:29]([OH:32])=[CH:28][CH:27]=2)[C:17]=1[N:18]1[CH2:23][CH2:22][C:21]([CH3:25])([CH3:24])[CH2:20][CH2:19]1)[C:7]([O:9][CH2:10][CH3:11])=[O:8])([CH3:4])([CH3:3])[CH3:2].[CH3:35][C:36]([CH3:41])([CH3:40])[CH2:37][CH2:38]O.C1C=CC(P(C2C=CC=CC=2)C2C=CC=CC=2)=CC=1.CCOC(/N=N/C(OCC)=O)=O>C1COCC1>[C:1]([O:5][C@@H:6]([C:12]1[C:13]([CH3:34])=[N:14][C:15]([CH3:33])=[C:16]([C:26]2[CH:27]=[CH:28][C:29]([O:32][CH2:38][CH2:37][C:36]([CH3:41])([CH3:40])[CH3:35])=[CH:30][CH:31]=2)[C:17]=1[N:18]1[CH2:19][CH2:20][C:21]([CH3:24])([CH3:25])[CH2:22][CH2:23]1)[C:7]([O:9][CH2:10][CH3:11])=[O:8])([CH3:2])([CH3:3])[CH3:4]. Procedure: To a stirred solution of (S)-ethyl 2-(tert-butoxy)-2-(4-(4,4-dimethylpiperidin-1-yl)-5-(4-hydroxyphenyl)-2,6-dimethylpyridin-3-yl)acetate (0.042 g, 0.090 mmol), 3,3-dimethylbutan-1-ol (0.046 g, 0.448 mmol) and Ph3P (0.071 g, 0.269 mmol) in THF (5 mL) was added DEAD (0.043 ml, 0.269 mmol) at 0° C. After 1 h, cold bath was removed and stirred overnight (15 h) at rt. Then, reaction mixture was concentrated and purified by prep-HPLC to afford (S)-ethyl 2-(tert-butoxy)-2-(5-(4-(3,3-dimethylbutoxyl)ph... Reactants: [N+](=O)([O-])C1=C(C=CC=C1)S(=O)(=O)Cl (2-nitrobenzenesulfonyl chloride), [N+](=O)([O-])C=1C=C(C=CC1)S(=O)(=O)Cl (3-nitrobenzenesulfonyl chloride). Run in NC1=CC=C(C=C1)S(=O)(=O)N (4-Aminobenzenesulfonamide). Yields the product NC1=C(C=CC=C1)S(=O)(=O)N (2-aminobenzenesulfonamide), NC=1C=C(C=CC1)S(=O)(=O)N (3-aminobenzenesulfonamide). As a reaction SMILES: [N+:1]([C:4]1[CH:9]=[CH:8][CH:7]=[CH:6][C:5]=1[S:10](Cl)(=[O:12])=[O:11])([O-])=O.[N+:14]([C:17]1[CH:18]=[C:19]([S:23](Cl)(=[O:25])=[O:24])[CH:20]=[CH:21][CH:22]=1)([O-])=O>NC1C=CC(S(N)(=O)=O)=CC=1>[NH2:1][C:4]1[CH:9]=[CH:8][CH:7]=[CH:6][C:5]=1[S:10]([NH2:14])(=[O:12])=[O:11].[NH2:14][C:17]1[CH:18]=[C:19]([S:23]([NH2:1])(=[O:25])=[O:24])[CH:20]=[CH:21][CH:22]=1. Procedure details: By using (a) 2-nitrobenzenesulfonyl chloride, (b) 3-nitrobenzenesulfonyl chloride instead of 4-nitrobenzenesulfonyl chloride in the above (A), (a') 2-aminobenzenesulfonamide (m.p. 184° C.-186° C.), (b') 3-aminobenzenesulfonamide (m.p. 139° C. -140° C.) were obtained respectively. Starting materials: [H-].[Na+] (NaH), BrCC(C)C (1-bromo-2-methylpropane), ClC1=CC=CC2=C1SC=C2NC2=CC=NC=C2 (7-chloro-3-[(4-pyridinyl)amino]benzo[b]thiophene), [H-].[Na+] (NaH), BrCC(C)C (1-bromo-2-methylpropane), O (water). Solvent: C(C)(=O)OCC (ethyl acetate), CN(C)C=O (DMF), CN(C)C=O (DMF). Reaction conditions: temperature 60 celsius, time 1 hour. Yields the product Cl.ClC1=CC=CC2=C1SC=C2N(C2=CC=NC=C2)CC(C)C (7-Chloro-3-[(2-methylpropyl)(4-pyridinyl)amino]benzo[b]thiophene hydrochloride). Yield: 157.7%. Reaction SMILES: [H-].[Na+].Br[CH2:4][CH:5]([CH3:7])[CH3:6].[Cl:8][C:9]1[C:14]2[S:15][CH:16]=[C:17]([NH:18][C:19]3[CH:24]=[CH:23][N:22]=[CH:21][CH:20]=3)[C:13]=2[CH:12]=[CH:11][CH:10]=1.O>CN(C=O)C.C(OCC)(=O)C>[ClH:8].[Cl:8][C:9]1[C:14]2[S:15][CH:16]=[C:17]([N:18]([CH2:4][CH:5]([CH3:7])[CH3:6])[C:19]3[CH:24]=[CH:23][N:22]=[CH:21][CH:20]=3)[C:13]=2[CH:12]=[CH:11][CH:10]=1 |f:0.1,7.8|. Procedure details: To a suspension of NaH (463 mg, 11.57 mmole, washed with pentane) in dry DMF (15 mL) was added 1-bromo-2-methylpropane (1.26 mL, 11.57 mmole), and thereafter a solution of 7-chloro-3-[(4-pyridinyl)amino]benzo[b]thiophene (2.87 g, 11.02 mmole) in warm DMF (20 mL) was added so that the reaction mixture was warm to the touch. After the addition, the reaction mixture was stirred for one hour and then heated to 60° C. An additional 232 mg of NaH and 0.63 mL of 1-bromo-2-methylpropane were added twice... The reactants are CO, COC(=O)C#CC(=O)OC, Nc1ccsc1. Yields the product COC(=O)C=C(Nc1ccsc1)C(=O)OC. As a reaction SMILES: [CH3:17][OH:18].[CH3:7][O:8][C:9](=[O:10])[C:11]#[C:12][C:13](=[O:14])[O:15][CH3:16].[NH2:1][c:2]1[cH:3][s:4][cH:5][cH:6]1>>[NH:1]([c:2]1[cH:3][s:4][cH:5][cH:6]1)[C:11]([C:9]([O:8][CH3:7])=[O:10])=[CH:12][C:13](=[O:14])[O:15][CH3:16]. Reactants: C(=O)([O-])[O-].[K+].[K+] (K2CO3), N1=CC=C(C=C1)CN1C=CC2=CC(=CC=C12)O (1-(4-pyridinylmethyl)-1H-indol-5-ol), C1(=CC=CC=C1)CN=C=O (phenylmethyl isocyanate). Solvent: O1CCCC1 (tetrahydrofuran). Yields the product C1(=CC=CC=C1)CNC(OC=1C=C2C=CN(C2=CC1)CC1=CC=NC=C1)=O (1-(4-pyridinylmethyl)-1H-indol-5-yl phenylmethylcarbamate). RXN SMILES: [N:1]1[CH:6]=[CH:5][C:4]([CH2:7][N:8]2[C:16]3[C:11](=[CH:12][C:13]([OH:17])=[CH:14][CH:15]=3)[CH:10]=[CH:9]2)=[CH:3][CH:2]=1.C([O-])([O-])=O.[K+].[K+].[C:24]1([CH2:30][N:31]=[C:32]=[O:33])[CH:29]=[CH:28][CH:27]=[CH:26][CH:25]=1>O1CCCC1>[C:24]1([CH2:30][NH:31][C:32](=[O:33])[O:17][C:13]2[CH:12]=[C:11]3[C:16](=[CH:15][CH:14]=2)[N:8]([CH2:7][C:4]2[CH:3]=[CH:2][N:1]=[CH:6][CH:5]=2)[CH:9]=[CH:10]3)[CH:29]=[CH:28][CH:27]=[CH:26][CH:25]=1 |f:1.2.3|. Procedure: To a solution of 1-(4-pyridinylmethyl)-1H-indol-5-ol (2.2 g) in 50 ml tetrahydrofuran, was added milled K2CO3 (1.4 g) followed by phenylmethyl isocyanate (1.2 ml). After stirring at ambient temperature for twenty hours, the mixture was filtered, and the filtrate evaporated to an oil, (~3.5 g) which was eluted on a silica gel column with ethyl acetate/dichloromethane (1:1) via HPLC. The desired fractions were combined and evaporated to yield 2.8 g of 1-(4-pyridinylmethyl)-1H-indol-5-yl phenylmeth...